From a dataset of the Open Reaction Database (ORD), a public repository of structured organic reaction records. describe an organic reaction: reactants, conditions, products, and yield The solvent is CO (MeOH), C1CCOC1 (THF), C1CCOC1 (THF), O1CCCC1 (tetrahydrofuran). Reaction SMILES: C([Li])(C)(C)C.Br[C:7]1[CH:12]=[CH:11][N:10]=[C:9]([CH:13]2[CH2:15][CH2:14]2)[CH:8]=1.[Br:16][C:17]1[CH:22]=[C:21]([C:23]([C:31]2[CH:36]=[CH:35][CH:34]=[C:33]([F:37])[C:32]=2[C:38]#[N:39])=[N:24]S(C(C)(C)C)=O)[CH:20]=[CH:19][N:18]=1.Cl>C1COCC1.CO>[Br:16][C:17]1[CH:22]=[C:21]([C:23]2([C:7]3[CH:12]=[CH:11][N:10]=[C:9]([CH:13]4[CH2:15][CH2:14]4)[CH:8]=3)[C:31]3[C:32](=[C:33]([F:37])[CH:34]=[CH:35][CH:36]=3)[C:38]([NH2:39])=[N:24]2)[CH:20]=[CH:19][N:18]=1. Reaction conditions: temperature -100 celsius, time 20 minute. Isolated yield 45.3%. Starting materials: BrC1=CC(=NC=C1)C1CC1 (4-Bromo-2-cyclopropylpyridine), BrC1=NC=CC(=C1)C(=NS(=O)C(C)(C)C)C1=C(C(=CC=C1)F)C#N (N-((2-bromopyridin-4-yl)(2-cyano-3-fluorophenyl)methylene)-2-methylpropane-2-sulfinamide), C(C)(C)(C)[Li] (tert-butyllithium), Cl (hydrogen chloride). The product is BrC1=NC=CC(=C1)C1(N=C(C2=C(C=CC=C12)F)N)C1=CC(=NC=C1)C1CC1 (1-(2-Bromopyridin-4-yl)-1-(2-cyclopropylpyridin-4-yl)-4-fluoro-1H-isoindol-3-amine). Procedure: Under an atmosphere of argon, tert-butyllithium (1.7 M in pentane) (0.576 mL, 0.98 mmol) was added dropwise to anhydrous tetrahydrofuran (4.00 mL) at −100° C. 4-Bromo-2-cyclopropylpyridine (0.097 g, 0.49 mmol) in anhydrous THF (2.00 mL) was added dropwise to the mixture. The solution was stirred for 2 minutes before dropwise addition of a solution of N-((2-bromopyridin-4-yl)(2-cyano-3-fluorophenyl)methylene)-2-methylpropane-2-sulfinamide (0.200 g, 0.49 mmol) in anhydrous THF (2.00 mL). The react... Starting materials: Cl (hydrochloric acid), BrC=1C=CC=2C3=C(C=NC2C1)N=C(N3CCCC(OC)OC)CCC (7-bromo-1-(4,4-dimethoxybutyl)-2-propyl-1H-imidazo[4,5-c]quinoline), Cl (hydrochloric acid). Run in C1CCOC1 (THF), O (water). Run at time 8 hour. The product is BrC=1C=CC=2C3=C(C=NC2C1)N=C(N3CCCC=O)CCC (4-(7-bromo-2-propyl-1H-imidazo[4,5-c]quinolin-1-yl)butyraldehyde). Yield: 99.5%. Reaction SMILES: Cl.[Br:2][C:3]1[CH:4]=[CH:5][C:6]2[C:7]3[N:15]([CH2:16][CH2:17][CH2:18][CH:19](OC)[O:20]C)[C:14]([CH2:24][CH2:25][CH3:26])=[N:13][C:8]=3[CH:9]=[N:10][C:11]=2[CH:12]=1>C1COCC1.O>[Br:2][C:3]1[CH:4]=[CH:5][C:6]2[C:7]3[N:15]([CH2:16][CH2:17][CH2:18][CH:19]=[O:20])[C:14]([CH2:24][CH2:25][CH3:26])=[N:13][C:8]=3[CH:9]=[N:10][C:11]=2[CH:12]=1. Reported procedure: Concentrated hydrochloric acid (8 mL) was added to a mixture of 7-bromo-1-(4,4-dimethoxybutyl)-2-propyl-1H-imidazo[4,5-c]quinoline (57.0 g, 140.3 mmol) in THF (250 mL) and water (70 mL) and stirred overnight at ambient temperature. Additional concentrated hydrochloric acid (10 mL) was added and the reaction mixture was stirred for 4 hours. The reaction mixture was concentrated under reduced pressure and the residue was diluted with water and neutralized with saturated aqueous sodium bicarbonate ... Yields the product C(C1=CC=CC=C1)(=O)NCCC[C@@H]1C(N[C@@H](C(N1)=O)CC1=CN(C2=CC=CC=C12)C)=O ((3R,6R)-3-(3-benzamidopropyl)-6-(1-methylindol-3-ylmethyl)-piperazine-2,5-dione). Reported procedure: To a solution of (3R,6R)-3-(3-aminopropyl)-6-(1-methylindol-3-ylmethyl)piperazine-2,5-dione (100 mg) in dry N,N-dimethylformamide (3 ml) was added benzoyl chloride (60 mg). The mixture was stirred at ambient temperature for 2 hours, diluted with water (15 ml) and allowed to stand overnight. The precipitated mass was collected, washed with water, and dried in vacuo to give (3R,6R)-3-(3-benzamidopropyl)-6-(1-methylindol-3-ylmethyl)-piperazine-2,5-dione (45 mg). The solvent is O (water), CN(C=O)C (N,N-dimethylformamide). The yield is 33.8%. Reactants: NCCC[C@@H]1C(N[C@@H](C(N1)=O)CC1=CN(C2=CC=CC=C12)C)=O ((3R,6R)-3-(3-aminopropyl)-6-(1-methylindol-3-ylmethyl)piperazine-2,5-dione), C(C1=CC=CC=C1)(=O)Cl (benzoyl chloride). RXN SMILES: [NH2:1][CH2:2][CH2:3][CH2:4][C@H:5]1[NH:10][C:9](=[O:11])[C@@H:8]([CH2:12][C:13]2[C:21]3[C:16](=[CH:17][CH:18]=[CH:19][CH:20]=3)[N:15]([CH3:22])[CH:14]=2)[NH:7][C:6]1=[O:23].[C:24](Cl)(=[O:31])[C:25]1[CH:30]=[CH:29][CH:28]=[CH:27][CH:26]=1>CN(C)C=O.O>[C:24]([NH:1][CH2:2][CH2:3][CH2:4][C@H:5]1[NH:10][C:9](=[O:11])[C@@H:8]([CH2:12][C:13]2[C:21]3[C:16](=[CH:17][CH:18]=[CH:19][CH:20]=3)[N:15]([CH3:22])[CH:14]=2)[NH:7][C:6]1=[O:23])(=[O:31])[C:25]1[CH:30]=[CH:29][CH:28]=[CH:27][CH:26]=1. Reaction conditions: time 2 hour. Reactants: [O-]CC.[Na+] (sodium ethoxide), OC1=CC=C(C=C1)C1=CC=C(C=C1)CC(=O)OCC (ethyl 4-(4-hydroxyphenyl)phenylacetate), C1=CC=CC=C1 (benzene), ClC(C(=O)OCC)C(=O)C (ethyl α-chloroacetoacetate). Solvent: C(Cl)(Cl)(Cl)Cl (carbon tetrachloride). Conditions: time 2 hour. Product: C(C)OC(=O)C=1OC2=C(C1C)C=C(C=C2)C2=CC=C(C=C2)CC(=O)OCC (ethyl 4-(2-ethoxycarbonyl 3-methylbenzofuran-5-yl)phenylacetate). Reaction SMILES: [O-]CC.[Na+].[OH:5][C:6]1[CH:11]=[CH:10][C:9]([C:12]2[CH:17]=[CH:16][C:15]([CH2:18][C:19]([O:21][CH2:22][CH3:23])=[O:20])=[CH:14][CH:13]=2)=[CH:8][CH:7]=1.C1C=CC=CC=1.Cl[CH:31]([C:37]([CH3:39])=O)[C:32]([O:34][CH2:35][CH3:36])=[O:33]>C(Cl)(Cl)(Cl)Cl>[CH2:35]([O:34][C:32]([C:31]1[O:5][C:6]2[CH:7]=[CH:8][C:9]([C:12]3[CH:17]=[CH:16][C:15]([CH2:18][C:19]([O:21][CH2:22][CH3:23])=[O:20])=[CH:14][CH:13]=3)=[CH:10][C:11]=2[C:37]=1[CH3:39])=[O:33])[CH3:36] |f:0.1|. Procedure: To a solution of 0.25 mole of sodium ethoxide is added 64 g. (0.25 mole) of ethyl 4-(4-hydroxyphenyl)phenylacetate. After stirring two hours the solution is evaporated, benzene is added, and the solution is further evaporated. The residue is dissolved in 800 ml. of benzene, 0.25 mole of ethyl α-chloroacetoacetate is added, and the mixture is stirred at room temperature, then heated at its reflux temperature for 16 hours and filtered hot. Evaporation provides a residue which is dissolved in carbo... Starting materials: COC(=O)C(Cc1ccccc1)NC(=O)CSc1nnc(Br)n1-c1ccc(C2CC2)c2ccccc12, C1CCOC1, [Li+], [OH-], O. Yields the product O=C(CSc1nnc(Br)n1-c1ccc(C2CC2)c2ccccc12)NC(Cc1ccccc1)C(=O)O. Reaction SMILES: [Br:3][c:4]1[n:5](-[c:26]2[cH:27][cH:28][c:29]([CH:36]3[CH2:37][CH2:38]3)[c:30]3[cH:31][cH:32][cH:33][cH:34][c:35]23)[c:6]([S:9][CH2:10][C:11](=[O:12])[NH:13][CH:14]([C:15](=[O:16])[O:17][CH3:18])[CH2:19][c:20]2[cH:21][cH:22][cH:23][cH:24][cH:25]2)[n:7][n:8]1.[CH2:39]1[O:40][CH2:41][CH2:42][CH2:43]1.[Li+:1].[OH-:2].[OH2:44]>>[Br:3][c:4]1[n:5](-[c:26]2[cH:27][cH:28][c:29]([CH:36]3[CH2:37][CH2:38]3)[c:30]3[cH:31][cH:32][cH:33][cH:34][c:35]23)[c:6]([S:9][CH2:10][C:11](=[O:12])[NH:13][CH:14]([C:15](=[O:16])[OH:17])[CH2:19][c:20]2[cH:21][cH:22][cH:23][cH:24][cH:25]2)[n:7][n:8]1. Reactants: CC1=C2C(=C(N(C1=O)C)NC=3C=CC(=CC3F)I)C(=O)N(C(=O)N2C=4C=CC=C(C4)NC(=O)C)C5CC5 (trametinib), CS(=O)C (dimethyl sulfoxide). Product: CC1=C2C(=C(N(C1=O)C)NC=3C=CC(=CC3F)I)C(=O)N(C(=O)N2C=4C=CC=C(C4)NC(=O)C)C5CC5.CS(=O)C (trametinib dimethyl sulfoxide). Reaction SMILES: [CH3:1][C:2]1[C:7](=[O:8])[N:6]([CH3:9])[C:5]([NH:10][C:11]2[CH:12]=[CH:13][C:14]([I:18])=[CH:15][C:16]=2[F:17])=[C:4]2[C:19]([N:21]([CH:35]3[CH2:37][CH2:36]3)[C:22]([N:24]([C:25]3[CH:26]=[CH:27][CH:28]=[C:29]([NH:31][C:32]([CH3:34])=[O:33])[CH:30]=3)[C:3]=12)=[O:23])=[O:20].[CH3:38][S:39]([CH3:41])=[O:40]>>[CH3:1][C:2]1[C:7](=[O:8])[N:6]([CH3:9])[C:5]([NH:10][C:11]2[CH:12]=[CH:13][C:14]([I:18])=[CH:15][C:16]=2[F:17])=[C:4]2[C:19]([N:21]([CH:35]3[CH2:36][CH2:37]3)[C:22]([N:24]([C:25]3[CH:26]=[CH:27][CH:28]=[C:29]([NH:31][C:32]([CH3:34])=[O:33])[CH:30]=3)[C:3]=12)=[O:23])=[O:20].[CH3:38][S:39]([CH3:41])=[O:40] |f:2.3|. Reported procedure: A solution of trametinib (500.0 mg) in dimethyl sulfoxide (2.5 mL) was heated from room temperature to 80° C. with stirring to dissolve. The solution was further stirred for 2 hours and then precipitation was observed. The suspension was stirred at 80° C. for another 3 hours and cooled to room temperature and then stirred over night. The precipitate was collected by filtration and dried under reduced pressure at 30° C. for 16 hours to give trametinib dimethyl sulfoxide solvate. Starting materials: BrC1=CN=C2N1C=CC(=N2)C(C)(C)O (2-(3-Bromoimidazo[1,2-α]pyrimidin-7-yl)propan-2-ol), CC1(COB(OC1)C=1C=CC(=C(C1)C=1C(=CC(=CC1)F)C#N)F)C (5′-(5,5-dimethyl-[1,3,2]dioxaborinan-2-yl)-4,2′-difluorobiphenyl-2-carbonitrile). The product is FC=1C=C(C(=CC1C1=CN=C2N1C=CC(=N2)C(C)(C)O)C2=C(C=CC=C2)F)C#N (4,2′-difluoro-5-[7-(1-hydroxy-1-methylethyl)imidazo[1,2-α]pyrimidin-3-yl]biphenyl-2-carbonitrile). As a reaction SMILES: Br[C:2]1[N:6]2[CH:7]=[CH:8][C:9]([C:11]([OH:14])([CH3:13])[CH3:12])=[N:10][C:5]2=[N:4][CH:3]=1.CC1(C)COB([C:22]2[CH:23]=[CH:24][C:25]([F:37])=[C:26]([C:28]3[C:29]([C:35]#[N:36])=[CH:30][C:31]([F:34])=[CH:32][CH:33]=3)[CH:27]=2)OC1>>[F:34][C:31]1[CH:30]=[C:29]([C:35]#[N:36])[C:28]([C:26]2[CH:27]=[CH:22][CH:23]=[CH:24][C:25]=2[F:37])=[CH:33][C:32]=1[C:2]1[N:6]2[CH:7]=[CH:8][C:9]([C:11]([OH:14])([CH3:13])[CH3:12])=[N:10][C:5]2=[N:4][CH:3]=1. Reported procedure: 2-(3-Bromoimidazo[1,2-α]pyrimidin-7-yl)propan-2-ol was coupled with 5′-(5,5-dimethyl-[1,3,2]dioxaborinan-2-yl)-4,2′-difluorobiphenyl-2-carbonitrile as described in Example 65 to give 4,2′-difluoro-5-[7-(1-hydroxy-1-methylethyl)imidazo[1,2-α]pyrimidin-3-yl]biphenyl-2-carbonitrile as a white solid: δH (400 MHz, CDCl3) 1.62 (6H, s), 4.47 (1H, s), 7.08 (1H, d, J 7), 7.39-7.46 (2H, m), 7.55 (1H, dd, J 8 and 3), 7.60-7.64 (3H, m), 7.85 (1H, s), 8.81 (1H, d, J 7); m/z (ES+) 391 (M++H).